This data is from the Open Reaction Database (ORD), a public repository of structured organic reaction records. The task is: describe an organic reaction: reactants, conditions, products, and yield Reactants: CCOC(=O)CCCC(=O)c1ccc(O)c(CCC(=O)OCC)c1, CC(=O)O. Product: CCOC(=O)CCCCc1ccc(O)c(CCC(=O)OCC)c1. Reaction SMILES: [CH2:1]([CH3:2])[O:3][C:4]([CH2:5][CH2:6][CH2:7][C:8]([c:9]1[cH:10][c:11]([CH2:16][CH2:17][C:18](=[O:19])[O:20][CH2:21][CH3:22])[c:12]([OH:15])[cH:13][cH:14]1)=[O:23])=[O:24].[CH3:25][C:26](=[O:27])[OH:28]>>[CH2:1]([CH3:2])[O:3][C:4]([CH2:5][CH2:6][CH2:7][CH2:8][c:9]1[cH:10][c:11]([CH2:16][CH2:17][C:18](=[O:19])[O:20][CH2:21][CH3:22])[c:12]([OH:15])[cH:13][cH:14]1)=[O:24]. The reactants are O=C([O-])O, CC#N, ClCCl, CCC1OC(OC)C(OCc2cccc(C)c2)C1OCc1ccccc1F, [Na+], Cl[Sn](Cl)(Cl)Cl. Product: CCC1OC2c3ccc(C)cc3COC2C1OCc1ccccc1F. RXN SMILES: [C:36](=[O:37])([O-:38])[OH:39].[CH3:41][C:42]#[N:43].[Cl:33][CH2:34][Cl:35].[F:1][c:2]1[c:3]([CH2:4][O:5][CH:6]2[CH:7]([O:15][CH2:16][c:17]3[cH:18][c:19]([CH3:23])[cH:20][cH:21][cH:22]3)[CH:8]([O:9][CH3:10])[O:11][CH:12]2[CH2:13][CH3:14])[cH:24][cH:25][cH:26][cH:27]1.[Na+:40].[Sn:28]([Cl:29])([Cl:30])([Cl:31])[Cl:32]>>[F:1][c:2]1[c:3]([CH2:4][O:5][CH:6]2[CH:7]3[CH:8]([O:11][CH:12]2[CH2:13][CH3:14])[c:22]2[c:17]([cH:18][c:19]([CH3:23])[cH:20][cH:21]2)[CH2:16][O:15]3)[cH:24][cH:25][cH:26][cH:27]1. Starting materials: C(C)(=O)OCC(CS(=O)(=O)CCC(C)(C)NC(=O)OCC1=CC=CC=C1)O (3-(3-(benzyloxycarbonylamino)-3-methylbutylsulfonyl)-2-hydroxypropyl acetate). Reagents/catalysts: [Pd] (palladium on carbon). Solvent: CO (methanol). Conditions: time 1.5 hour. Yields the product C(C)(=O)OCC(CS(=O)(=O)CCC(C)(C)N)O (3-(3-Amino-3-methylbutylsulfonyl)-2-hydroxypropyl acetate). As a reaction SMILES: [C:1]([O:4][CH2:5][CH:6]([OH:27])[CH2:7][S:8]([CH2:11][CH2:12][C:13]([NH:16]C(OCC1C=CC=CC=1)=O)([CH3:15])[CH3:14])(=[O:10])=[O:9])(=[O:3])[CH3:2]>CO.[Pd]>[C:1]([O:4][CH2:5][CH:6]([OH:27])[CH2:7][S:8]([CH2:11][CH2:12][C:13]([NH2:16])([CH3:14])[CH3:15])(=[O:10])=[O:9])(=[O:3])[CH3:2]. Procedure details: To a solution of 3-(3-(benzyloxycarbonylamino)-3-methylbutylsulfonyl)-2-hydroxypropyl acetate (368.7 mg, 0.9184 mmol) in methanol (10 ml) was added palladium on carbon (10%, 37 mg). The solution was purged with nitrogen gas, and then put under a blanket of hydrogen gas (1.3 atm). The suspension was stirred for 1.5 hours, filtered through a 0.45 um PTFE filter, and concentrated in vacuo. The residue was used without any further purification. LRMS (ESI/APCI) m/z 268 [M+H]+. The reactants are CC(C)([O-])C.[K+] (potassium tert-butoxide), FC(C1=C(C=CC=C1)CC#N)(F)F ((2-Trifluoromethylphenyl)acetonitrile), BrCCCCl (1-Bromo-3-chloropropane). Run in C1CCOC1 (THF). Conditions: temperature -10 celsius, time 10 minute. Yields the product ClCCCC(C#N)C1=C(C=CC=C1)C(F)(F)F (5-Chloro-2-(2-trifluoromethylphenyl)pentanenitrile). Yield: 132.0%. RXN SMILES: [F:1][C:2]([F:13])([F:12])[C:3]1[CH:8]=[CH:7][CH:6]=[CH:5][C:4]=1[CH2:9][C:10]#[N:11].CC(C)([O-])C.[K+].Br[CH2:21][CH2:22][CH2:23][Cl:24]>C1COCC1>[Cl:24][CH2:23][CH2:22][CH2:21][CH:9]([C:4]1[CH:5]=[CH:6][CH:7]=[CH:8][C:3]=1[C:2]([F:12])([F:13])[F:1])[C:10]#[N:11] |f:1.2|. Procedure: (2-Trifluoromethylphenyl)acetonitrile (12.47 g, 67.3 mmol) was dissolved in THF (87.3 mL) at room temperature under nitrogen atmosphere. The reaction solution was cooled to −10° C. Then, potassium tert-butoxide (7.93 g, 70.7 mmol) was added to the reaction solution and the reaction mixture was stirred at −10° C. for 10 minutes. 1-Bromo-3-chloropropane (6.99 mL, 70.7 mmol) was added dropwise to the reaction mixture over 14 minutes, and the reaction mixture was stirred at 0° C. for 2 hours. The re...